Dataset: the Open Reaction Database (ORD), a public repository of structured organic reaction records. Task: describe an organic reaction: reactants, conditions, products, and yield The reactants are solution, COC1=CC=C(COC(=O)C2=C(CS[C@H]3N2C([C@H]3NC(CC3=CC=CC=C3)=O)=O)CCl)C=C1 ((6R, 7R)-7-phenylacetamido-3-chloromethylceph-3-em-4-carboxylic acid p-methoxybenzyl ester), [I-].[Na+] (sodium iodide), C1(=CC=CC=C1)P(C1=CC=CC=C1)C1=CC=CC=C1 (triphenylphosphine), C(C)(=O)OC1=C(C=O)C=CC=C1OC(C)=O (2,3-diacetoxybenzaldehyde), C([O-])(O)=O.[Na+] (sodium bicarbonate). The solvent is CC(=O)C (acetone). Conditions: time 1 hour. Product: COC1=CC=C(COC(=O)C2=C(CS[C@H]3N2C([C@H]3NC(CC3=CC=CC=C3)=O)=O)C=CC3=CC(=C(C=C3)OC(C)=O)OC(C)=O)C=C1 ((6R,7R)-7-phenylacetamido-3-[2-(3,4-diacetoxyphenyl)vinyl]ceph-3-em-4-carboxylic acid p-methoxybenzyl ester). Yield: 45.5%. Reaction SMILES: [CH3:1][O:2][C:3]1[CH:33]=[CH:32][C:6]([CH2:7][O:8][C:9]([C:11]2[N:16]3[C:17](=[O:29])[C@@H:18]([NH:19][C:20](=[O:28])[CH2:21][C:22]4[CH:27]=[CH:26][CH:25]=[CH:24][CH:23]=4)[C@H:15]3[S:14][CH2:13][C:12]=2[CH2:30]Cl)=[O:10])=[CH:5][CH:4]=1.[I-].[Na+].[C:36]1(P(C2C=CC=CC=2)C2C=CC=CC=2)C=CC=CC=1.[C:55]([O:58][C:59]1[C:66]([O:67][C:68](=[O:70])[CH3:69])=[CH:65][CH:64]=[CH:63][C:60]=1C=O)(=[O:57])[CH3:56].C(=O)(O)[O-].[Na+]>CC(C)=O>[CH3:1][O:2][C:3]1[CH:33]=[CH:32][C:6]([CH2:7][O:8][C:9]([C:11]2[N:16]3[C:17](=[O:29])[C@@H:18]([NH:19][C:20](=[O:28])[CH2:21][C:22]4[CH:27]=[CH:26][CH:25]=[CH:24][CH:23]=4)[C@H:15]3[S:14][CH2:13][C:12]=2[CH:30]=[CH:36][C:63]2[CH:64]=[CH:65][C:66]([O:67][C:68](=[O:70])[CH3:69])=[C:59]([O:58][C:55](=[O:57])[CH3:56])[CH:60]=2)=[O:10])=[CH:5][CH:4]=1 |f:1.2,5.6|. Procedure: To a solution (20 ml) in acetone of 2.6004 g of (6R, 7R)-7-phenylacetamido-3-chloromethylceph-3-em-4-carboxylic acid p-methoxybenzyl ester were dissolved 0.787 g of sodium iodide and 1.377 g of triphenylphosphine and the mixture was stirred for 1 hour. The reaction mixture was concentrated under a reduced pressure, and 25 ml of methylene chloride and 25 ml of water were added to the residue to form two layers. To the reaction mixture, 5.555 g of 2,3-diacetoxybenzaldehyde and 1.47 g of sodium bic... The reactants are C(#N)[BH3-].[Na+] (sodium cyanoborohydride), O (Water), C(CCCCC)SC1=NC(=CC(=N1)C=O)C (2-Hexylsulfanyl-6-methyl-pyrimidine-4-carbaldehyde), CC1NC(CCC1)C (2,6-dimethylpiperidine). Run in CC(C)[O-].CC(C)[O-].CC(C)[O-].CC(C)[O-].[Ti+4] (tetraisopropyl orthotitanate), CC(C)O (2-propanol). Run at temperature 20 celsius, time 1 hour. The product is CC1N(C(CCC1)C)CC1=NC(=NC(=C1)C)SCCCCCC (4-(2,6-Dimethyl-piperidin-1-ylmethyl)-2-hexylsulfanyl-6-methyl-pyrimidine). The yield is 11.0%. As a reaction SMILES: [CH2:1]([S:7][C:8]1[N:13]=[C:12]([CH:14]=O)[CH:11]=[C:10]([CH3:16])[N:9]=1)[CH2:2][CH2:3][CH2:4][CH2:5][CH3:6].[CH3:17][CH:18]1[CH2:23][CH2:22][CH2:21][CH:20]([CH3:24])[NH:19]1.C([BH3-])#N.[Na+].O>CC([O-])C.CC([O-])C.CC([O-])C.CC([O-])C.[Ti+4].CC(O)C>[CH3:17][CH:18]1[CH2:23][CH2:22][CH2:21][CH:20]([CH3:24])[N:19]1[CH2:14][C:12]1[CH:11]=[C:10]([CH3:16])[N:9]=[C:8]([S:7][CH2:1][CH2:2][CH2:3][CH2:4][CH2:5][CH3:6])[N:13]=1 |f:2.3,5.6.7.8.9|. Procedure details: 2-Hexylsulfanyl-6-methyl-pyrimidine-4-carbaldehyde (0.2 g, 1 mmol) and 2,6-dimethylpiperidine (0.23 mL, 2 mmol) were dissolved in tetraisopropyl orthotitanate (0.5 mL) and stirred at 20° C. for 1 h. The solution was diluted with 2-propanol (5 mL) and treated with sodium cyanoborohydride (105 mg, 2 mmol) at 20° C. for 20 h. Water (1 mL) was added, and the resulting precipitate filtered off and evaporated. The product was extracted with AcOEt, sat. NH4Cl solution, dried and concentrated. The resid... As a reaction SMILES: [Br:7][c:8]1[s:9][c:10]([CH:14]=[O:15])[c:11]([Br:13])[n:12]1.[K+:6].[Mn:1](=[O:2])([O-:3])(=[O:4])=[O:5].[OH2:16]>>[OH:2][C:14]([c:10]1[s:9][c:8]([Br:7])[n:12][c:11]1[Br:13])=[O:15]. Starting materials: O=Cc1sc(Br)nc1Br, [K+], O=[Mn](=O)(=O)[O-], O. The product is O=C(O)c1sc(Br)nc1Br. The reactants are O=C([O-])O, CN(C)C=O, CCO, CCOC(C)=O, COc1ccc([N+](=O)[O-])cc1-c1ccc2c(c1COc1cc(F)ccc1C)N(C)C(=O)C(C)(C)N2, [Na+], Cl[Sn](Cl)(Cl)Cl. Yields the product COc1ccc(N)cc1-c1ccc2c(c1COc1cc(F)ccc1C)N(C)C(=O)C(C)(C)N2. RXN SMILES: [C:55](=[O:56])([O-:57])[OH:58].[CH3:41][N:42]([CH3:43])[CH:44]=[O:45].[CH3:46][CH2:47][OH:48].[CH3:49][CH2:50][O:51][C:52](=[O:53])[CH3:54].[F:1][c:2]1[cH:3][cH:4][c:5]([CH3:35])[c:6]([O:7][CH2:8][c:9]2[c:10](-[c:23]3[c:24]([O:32][CH3:33])[cH:25][cH:26][c:27]([N+:29]([O-:30])=[O:31])[cH:28]3)[cH:11][cH:12][c:13]3[c:18]2[N:17]([CH3:19])[C:16](=[O:20])[C:15]([CH3:21])([CH3:22])[NH:14]3)[cH:34]1.[Na+:59].[Sn:36]([Cl:37])([Cl:38])([Cl:39])[Cl:40]>>[F:1][c:2]1[cH:3][cH:4][c:5]([CH3:35])[c:6]([O:7][CH2:8][c:9]2[c:10](-[c:23]3[c:24]([O:32][CH3:33])[cH:25][cH:26][c:27]([NH2:29])[cH:28]3)[cH:11][cH:12][c:13]3[c:18]2[N:17]([CH3:19])[C:16](=[O:20])[C:15]([CH3:21])([CH3:22])[NH:14]3)[cH:34]1.